From a dataset of the Open Reaction Database (ORD), a public repository of structured organic reaction records. describe an organic reaction: reactants, conditions, products, and yield Reactants: BrC1=CC(=C(C=C1)N1C(=NN=C1C)CCl)C(=O)C1=NC=CC=C1 (4-[4-bromo-2-(2-pyridinecarbonyl)phenyl]-3-chloromethyl-5-methyl-4H-1,2,4-triazole), CNC (dimethylamine). The solvent is C(C)O (ethanol). Product: BrC1=CC(=C(C=C1)N1C(=NN=C1C)CN(C)C)C(=O)C1=NC=CC=C1 (4-[4-bromo-2-(2-pyridinecarbonyl)phenyl]-3-dimethylaminomethyl-5-methyl-4H-1,2,4-triazole). RXN SMILES: [Br:1][C:2]1[CH:7]=[CH:6][C:5]([N:8]2[C:12]([CH3:13])=[N:11][N:10]=[C:9]2[CH2:14]Cl)=[C:4]([C:16]([C:18]2[CH:23]=[CH:22][CH:21]=[CH:20][N:19]=2)=[O:17])[CH:3]=1.[CH3:24][NH:25][CH3:26]>C(O)C>[Br:1][C:2]1[CH:7]=[CH:6][C:5]([N:8]2[C:12]([CH3:13])=[N:11][N:10]=[C:9]2[CH2:14][N:25]([CH3:26])[CH3:24])=[C:4]([C:16]([C:18]2[CH:23]=[CH:22][CH:21]=[CH:20][N:19]=2)=[O:17])[CH:3]=1. Reported procedure: A mixture of 0.25 g of 4-[4-bromo-2-(2-pyridinecarbonyl)phenyl]-3-chloromethyl-5-methyl-4H-1,2,4-triazole, 10 ml. of ethanol and 0.5 ml. of dimethylamine is refluxed for 1.5 hours. After evaporation of the solvent, the residue is diluted with water and extracted with chloroform. The chloroform extract is washed with water, dried over sodium sulfate, followed by evaporation of the solvent to give 4-[4-bromo-2-(2-pyridinecarbonyl)phenyl]-3-dimethylaminomethyl-5-methyl-4H-1,2,4-triazole as colorles... Reactants: CCCCc1cc2ccccc2c(Oc2ccc(C=CC(=O)OCC)cc2)c1-c1ccc(F)cc1, C1CCOC1, CCO, [Na+], [OH-]. Yields the product CCCCc1cc2ccccc2c(Oc2ccc(C=CC(=O)O)cc2)c1-c1ccc(F)cc1. RXN SMILES: [CH2:1]([CH2:2][CH2:3][CH3:4])[c:5]1[c:6](-[c:29]2[cH:30][cH:31][c:32]([F:35])[cH:33][cH:34]2)[c:7]([O:15][c:16]2[cH:17][cH:18][c:19]([CH:22]=[CH:23][C:24](=[O:25])[O:26][CH2:27][CH3:28])[cH:20][cH:21]2)[c:8]2[cH:9][cH:10][cH:11][cH:12][c:13]2[cH:14]1.[CH2:38]1[O:39][CH2:40][CH2:41][CH2:42]1.[CH3:43][CH2:44][OH:45].[Na+:37].[OH-:36]>>[CH2:1]([CH2:2][CH2:3][CH3:4])[c:5]1[c:6](-[c:29]2[cH:30][cH:31][c:32]([F:35])[cH:33][cH:34]2)[c:7]([O:15][c:16]2[cH:17][cH:18][c:19]([CH:22]=[CH:23][C:24](=[O:25])[OH:26])[cH:20][cH:21]2)[c:8]2[cH:9][cH:10][cH:11][cH:12][c:13]2[cH:14]1. The reactants are [Cl-].[NH4+] (ammonium chloride), BrCC(=O)C=1OC2=C(C1C)C=CC=C2 (2-bromo-1-(3-methyl-1-benzofuran-2-yl)ethanone), C1(=CC=CC=C1)O (phenol), C([O-])([O-])=O.[K+].[K+] (potassium carbonate). The solvent is CN(C=O)C (N,N-dimethylformamide). Conditions: time 8 hour. Yields the product CC1=C(OC2=C1C=CC=C2)C(COC2=CC=CC=C2)=O (1-(3-methyl-1-benzofuran-2-yl)-2-phenoxyethanone). Isolated yield 66.2%. RXN SMILES: Br[CH2:2][C:3]([C:5]1[O:6][C:7]2[CH:14]=[CH:13][CH:12]=[CH:11][C:8]=2[C:9]=1[CH3:10])=[O:4].[C:15]1([OH:21])[CH:20]=[CH:19][CH:18]=[CH:17][CH:16]=1.C(=O)([O-])[O-].[K+].[K+].[Cl-].[NH4+]>CN(C)C=O>[CH3:10][C:9]1[C:8]2[CH:11]=[CH:12][CH:13]=[CH:14][C:7]=2[O:6][C:5]=1[C:3](=[O:4])[CH2:2][O:21][C:15]1[CH:20]=[CH:19][CH:18]=[CH:17][CH:16]=1 |f:2.3.4,5.6|. Procedure: To a mixture of 2-bromo-1-(3-methyl-1-benzofuran-2-yl)ethanone (1.00 g), phenol (446 mg) and N,N-dimethylformamide (20 mL) was added potassium carbonate (655 mg), and the mixture was stirred overnight at room temperature. Saturated aqueous ammonium chloride solution was added to quench the reaction, and the mixture was extracted with ethyl acetate. The extract was washed with saturated brine, dried over magnesium sulfate, and concentrated under reduced pressure. The residue was purified by silic... The product is C(C)(C)(C)C1=NN2C(N=CC(=C2)C#CC=2C=CC(=NC2)N)=C1 (5-(2-tert-Butyl-pyrazolo[1,5-a]pyrimidin-6-ylethynyl)-pyridin-2-ylamine). Procedure: The title compound, off white solid, MS: m/e=292.1 (M+H+), can be prepared in accordance with the general method of example 1 from 2-tert-butyl-6-ethynyl-pyrazolo[1,5-a]pyrimidine (example 21, step 2) and 5-iodopyridin-2-amine. Starting materials: C(C)(C)(C)C1=NN2C(N=CC(=C2)C#C)=C1 (2-tert-butyl-6-ethynyl-pyrazolo[1,5-a]pyrimidine), IC=1C=CC(=NC1)N (5-iodopyridin-2-amine). As a reaction SMILES: [C:1]([C:5]1[CH:15]=[C:8]2[N:9]=[CH:10][C:11]([C:13]#[CH:14])=[CH:12][N:7]2[N:6]=1)([CH3:4])([CH3:3])[CH3:2].I[C:17]1[CH:18]=[CH:19][C:20]([NH2:23])=[N:21][CH:22]=1>>[C:1]([C:5]1[CH:15]=[C:8]2[N:9]=[CH:10][C:11]([C:13]#[C:14][C:17]3[CH:18]=[CH:19][C:20]([NH2:23])=[N:21][CH:22]=3)=[CH:12][N:7]2[N:6]=1)([CH3:4])([CH3:3])[CH3:2]. Starting materials: [O-]CC.[Na+] (sodium ethoxide), FC1=CC=C(C=C1)CC#N (4-Fluorophenylacetonitrile), COC(=O)C1=CC(=NC=C1)Cl (2-chloropyridine-4-carboxylic acid methyl ester). Solvent: C(C)O (ethanol), C(C)O (ethanol). Reaction conditions: time 10 minute. Product: ClC1=NC=CC(=C1)C(C(C1=CC=C(C=C1)F)C#N)=O (1-(2-chloropyridin-4-yl)-2-cyano-2-(4-fluorophenyl)ethanone). RXN SMILES: [F:1][C:2]1[CH:7]=[CH:6][C:5]([CH2:8][C:9]#[N:10])=[CH:4][CH:3]=1.[O-]CC.[Na+].C[O:16][C:17]([C:19]1[CH:24]=[CH:23][N:22]=[C:21]([Cl:25])[CH:20]=1)=O>C(O)C>[Cl:25][C:21]1[CH:20]=[C:19]([C:17](=[O:16])[CH:8]([C:9]#[N:10])[C:5]2[CH:6]=[CH:7][C:2]([F:1])=[CH:3][CH:4]=2)[CH:24]=[CH:23][N:22]=1 |f:1.2|. Reported procedure: 4-Fluorophenylacetonitrile (11.13 g, 82 mmol) was dissolved in absolute ethanol (100 ml) and sodium ethoxide (21wt % in EtOH) (46 ml, 123 mmol) was added in one portion. The resulting brown solution was stirred for 10 min. at room temperature. A solution of 2-chloropyridine-4-carboxylic acid methyl ester (14.1 g, 82 mmol) in absolute ethanol (100 ml) was then added to the reaction over 3-5 min. The reaction mixture was then refluxed for 2 h during which time the color turned to dark brown. The r... The reactants are FC1=C(C=C(N)C=C1)[N+](=O)[O-] (4-fluoro- 3-nitroaniline), CC(CCC(C)=O)=O (2,5-hexanedione). Product: [N+](=O)([O-])C1=C(C=CC(=C1)N1C(=CC=C1C)C)F (2-Nitro-4-(2,5-dimethylpyrrol- 1-yl)fluorobenzene). Yield: 98.0%. Reaction SMILES: [F:1][C:2]1[CH:8]=[CH:7][C:5]([NH2:6])=[CH:4][C:3]=1[N+:9]([O-:11])=[O:10].[CH3:12][C:13](=O)[CH2:14][CH2:15][C:16](=O)[CH3:17]>>[N+:9]([C:3]1[CH:4]=[C:5]([N:6]2[C:16]([CH3:17])=[CH:15][CH:14]=[C:13]2[CH3:12])[CH:7]=[CH:8][C:2]=1[F:1])([O-:11])=[O:10]. Reported procedure: Prepared analogously from 4-fluoro- 3-nitroaniline and 2,5-hexanedione. Yield: 98%. Mp 99-101° C. The product is CCC(F)(F)c1c(C(=O)F)noc1-c1ccccc1. RXN SMILES: [Cl:35][CH2:36][Cl:37].[F:1][C:2]([CH2:3][CH3:4])([F:5])[c:6]1[c:7]([C:17](=[O:18])[OH:19])[n:8][o:9][c:10]1-[c:11]1[cH:12][cH:13][cH:14][cH:15][cH:16]1.[F:26][c:27]1[n:28][c:29]([F:30])[n:31][c:32]([F:33])[n:34]1.[cH:20]1[cH:21][cH:22][n:23][cH:24][cH:25]1>>[F:1][C:2]([CH2:3][CH3:4])([F:5])[c:6]1[c:7]([C:17](=[O:19])[F:26])[n:8][o:9][c:10]1-[c:11]1[cH:12][cH:13][cH:14][cH:15][cH:16]1. Reactants: ClCCl, CCC(F)(F)c1c(C(=O)O)noc1-c1ccccc1, Fc1nc(F)nc(F)n1, c1ccncc1.